From a dataset of the Open Reaction Database (ORD), a public repository of structured organic reaction records. describe an organic reaction: reactants, conditions, products, and yield Reactants: hydrazone, CC=1C=CC(=CC1)C (p-xylene). The solvent is ketones, C(C)O (ethanol), C(COCCO)O (diethylene glycol), NN (hydrazine), [Na] (sodium), [OH-].[K+] (potassium hydroxide), alkoxide. Yields the product alkanes, C1=CC=CC=2C3=CC=CC=C3CC12 (fluorene). RXN SMILES: C[C:2]1[CH:3]=[CH:4][C:5]([CH3:8])=[CH:6][CH:7]=1>C(O)C.C(O)COCCO.NN.[Na].[OH-].[K+]>[CH:7]1[C:6]2[CH2:5][C:6]3[C:5](=[CH:4][CH:3]=[CH:2][CH:7]=3)[C:8]=2[CH:4]=[CH:3][CH:2]=1 |f:5.6,^1:20|. Procedure details: The 2,7-bis-basic alkanes (IX) are prepared from the corresponding 2,7-bis-basic ketones (II) via the general reaction conditions of the Wolff-Kishner reduction, utilizing hydrazine and a base catalyst in an organic solvent. The desired product can be obtained by the direct reduction of the corresponding ketone, or the reduction may proceed in a stepwise fashion by the isolation of the hydrazone intermediate which is then subsequently reduced. In general the 2,7-bis-basic ketones are dissolved i... Yields the product [Br-], c1ccc(CCCCCOc2ccccc2C[P+](c2ccccc2)(c2ccccc2)c2ccccc2)cc1. Reactants: [Br-], CC#N, OCc1ccccc1OCCCCCc1ccccc1, c1ccc([PH+](c2ccccc2)c2ccccc2)cc1. Reaction SMILES: [Br-:21].[CH3:41][C:42]#[N:43].[c:1]1([CH2:7][CH2:8][CH2:9][CH2:10][CH2:11][O:12][c:13]2[c:14]([CH2:19][OH:20])[cH:15][cH:16][cH:17][cH:18]2)[cH:2][cH:3][cH:4][cH:5][cH:6]1.[c:22]1([PH+:28]([c:29]2[cH:30][cH:31][cH:32][cH:33][cH:34]2)[c:35]2[cH:36][cH:37][cH:38][cH:39][cH:40]2)[cH:23][cH:24][cH:25][cH:26][cH:27]1>>[Br-:21].[c:1]1([CH2:7][CH2:8][CH2:9][CH2:10][CH2:11][O:12][c:13]2[c:14]([CH2:19][P+:28]([c:22]3[cH:23][cH:24][cH:25][cH:26][cH:27]3)([c:29]3[cH:30][cH:31][cH:32][cH:33][cH:34]3)[c:35]3[cH:36][cH:37][cH:38][cH:39][cH:40]3)[cH:15][cH:16][cH:17][cH:18]2)[cH:2][cH:3][cH:4][cH:5][cH:6]1. Reactants: N1C(C2(C3=CC=CC=C13)COC1=CC3=C(OCCO3)C=C12)=O (2,3-dihydrospiro[furo[2,3-g][1,4]benzodioxine-8,3′-indol]-2′(1′H)-one), N1C(C2(C3=CC=CC=C13)C1=C(OC2)C=C2OCCC2=C1)=O (5,6-dihydrospiro[benzo[1,2-b:5,4-b′]difuran-3,3′-indol]-2′(1′H)-one). The product is O1C(CCCC1)CN1C(C2(C3=CC=CC=C13)COC1=CC3=C(OCCO3)C=C12)=O (1′-(tetrahydro-2H-pyran-2-ylmethyl)-2,3-dihydrospiro[furo[2,3-g][1,4]benzodioxine-8,3′-indol]-2′(1′H)-one). As a reaction SMILES: [NH:1]1[C:9]2[C:4](=[CH:5][CH:6]=[CH:7][CH:8]=2)[C:3]2([C:21]3[C:12](=[CH:13][C:14]4[O:19][CH2:18][CH2:17][O:16][C:15]=4[CH:20]=3)[O:11][CH2:10]2)[C:2]1=[O:22].N1C2C(=CC=CC=2)C2(COC3C=[C:37]4[C:41](=[CH:42][C:32]2=3)[CH2:40][CH2:39][O:38]4)C1=O>>[O:38]1[CH2:37][CH2:41][CH2:42][CH2:32][CH:39]1[CH2:40][N:1]1[C:9]2[C:4](=[CH:5][CH:6]=[CH:7][CH:8]=2)[C:3]2([C:21]3[C:12](=[CH:13][C:14]4[O:19][CH2:18][CH2:17][O:16][C:15]=4[CH:20]=3)[O:11][CH2:10]2)[C:2]1=[O:22]. Procedure: Following the procedure as described in EXAMPLE 4 and making non-critical variations using 2,3-dihydrospiro[furo[2,3-g][1,4]benzodioxine-8,3′-indol]-2′(1′H)-one to replace 5,6-dihydrospiro[benzo[1,2-b:5,4-b′]difuran-3,3′-indol]-2′(1′H)-one, 1′-(tetrahydro-2H-pyran-2-ylmethyl)-2,3-dihydrospiro[furo[2,3-g][1,4]benzodioxine-8,3′-indol]-2′(1′H)-one was obtained (45%) as a colorless solid: mp 158-166° C. (hexanes); 1H NMR (300 MHz, CDCl3) (diastereomers) δ7.31-7.25 (m, 1H), 7.13 (d, J=7.5 Hz, 1H), 7.... Starting materials: ClC(=O)OCC (ethyl chloroformate), C(C)(C)N(C(C)C)CC (N,N-diisopropylethylamine), N,N-dimethylaminopyridine, BrC=1C=CC(=NC1)N1CCC(CC1)CCN (2-(5′-bromo-3,4,5,6-tetrahydro-2H-[1,2′]bipyridinyl-4-yl)-ethylamine). Yields the product BrC=1C=CC(=NC1)N1CCC(CC1)CCNC(OCC)=O (Ethyl [2-(5′-bromo-3,4,5,6-tetrahydro-2H-[1,2′]bipyridinyl-4-yl)ethyl]carbamate). RXN SMILES: [Br:1][C:2]1[CH:3]=[CH:4][C:5]([N:8]2[CH2:13][CH2:12][CH:11]([CH2:14][CH2:15][NH2:16])[CH2:10][CH2:9]2)=[N:6][CH:7]=1.Cl[C:18]([O:20][CH2:21][CH3:22])=[O:19].C(N(CC)C(C)C)(C)C>>[Br:1][C:2]1[CH:3]=[CH:4][C:5]([N:8]2[CH2:9][CH2:10][CH:11]([CH2:14][CH2:15][NH:16][C:18](=[O:19])[O:20][CH2:21][CH3:22])[CH2:12][CH2:13]2)=[N:6][CH:7]=1. Procedure details: The process is performed according to the method described in Example 1 (step 1.5.). Starting with 4.52 g (15.90 mmol) of 2-(5′-bromo-3,4,5,6-tetrahydro-2H-[1,2′]bipyridinyl-4-yl)-ethylamine, prepared in step 10.2., 1.89 g (17.49 mmol) of ethyl chloroformate, 5.13 g (39.76 mmol) of N,N-diisopropylethylamine and 0.19 g (1.59 mmol) of N,N-dimethylaminopyridine, and after purifying on a column of silica gel, eluting with a 99/1/0.1 mixture of dichloromethane, methanol and 28% aqueous ammonia, 3.87 ... Reactants: [N+](=O)([O-])C1=C(C=CC=C1)CC1=C(SC=C1)C=1OC=CN1 (2-[[3-(2-Nitrophenylmethyl)]-2-thienyl]-oxazole), Cl (HCl). Solvent: CC(=O)C.O (acetone water). Conditions: temperature 70 celsius, time 6 hour. The product is S1C=CC2=C1C(NC1=C(C2)C=CC=C1)=O (9,10-Dihydro-4H-thieno[2,3-c][1]-benzazepin-10-one). Isolated yield 77.1%. As a reaction SMILES: [N+]([C:4]1[CH:9]=[CH:8][CH:7]=[CH:6][C:5]=1[CH2:10][C:11]1[CH:15]=[CH:14][S:13][C:12]=1[C:16]1[O:17]C=C[N:20]=1)([O-])=O.Cl>CC(C)=O.O>[S:13]1[C:12]2[C:16](=[O:17])[NH:20][C:4]3[CH:9]=[CH:8][CH:7]=[CH:6][C:5]=3[CH2:10][C:11]=2[CH:15]=[CH:14]1 |f:2.3|. Reported procedure: A mixture of 5.0 g of the product of Example 5 in 100 ml of 3:1 acetone-water containing 30 ml of 1N HCl is refluxed for 24 hours. The reaction mixture is concentrated in vacuo to a residue which is dissolved in 100 ml of glacial acetic acid. The mixture is stirred at 70° C. while 10.0 g of zinc dust is slowly added. Stirring is continued for 6 hours. The reaction mixture is cooled to room temperature and filtered. The filtrate is evaporated in vacuo to a residue which is extracted with chlorofo... Reactants: OC(CCNC(OC(C)(C)C)=O)C1=CC(=CC=C1)NS(=O)(=O)C(CCC)CCC (tert-butyl 3-hydroxy-3-(3-(1-propylbutylsulfonamido)phenyl)propylcarbamate), C=1C=C[NH+]=CC1.[O-][Cr](=O)(=O)Cl (PCC). Yields the product O=C(CCNC(OC(C)(C)C)=O)C1=CC(=CC=C1)NS(=O)(=O)C(CCC)CCC (tert-butyl 3-oxo-3-(3-(1-propylbutylsulfonamido)phenyl)propylcarbamate). RXN SMILES: [OH:1][CH:2]([C:13]1[CH:18]=[CH:17][CH:16]=[C:15]([NH:19][S:20]([CH:23]([CH2:27][CH2:28][CH3:29])[CH2:24][CH2:25][CH3:26])(=[O:22])=[O:21])[CH:14]=1)[CH2:3][CH2:4][NH:5][C:6](=[O:12])[O:7][C:8]([CH3:11])([CH3:10])[CH3:9].C1C=C[NH+]=CC=1.[O-][Cr](Cl)(=O)=O>>[O:1]=[C:2]([C:13]1[CH:18]=[CH:17][CH:16]=[C:15]([NH:19][S:20]([CH:23]([CH2:27][CH2:28][CH3:29])[CH2:24][CH2:25][CH3:26])(=[O:22])=[O:21])[CH:14]=1)[CH2:3][CH2:4][NH:5][C:6](=[O:12])[O:7][C:8]([CH3:11])([CH3:10])[CH3:9] |f:1.2|. Procedure details: Oxidation of tert-butyl 3-hydroxy-3-(3-(1-propylbutylsulfonamido)phenyl)propylcarbamate by PCC following the method used in Example 16 gives tert-butyl 3-oxo-3-(3-(1-propylbutylsulfonamido)phenyl)propylcarbamate.